This data is from the Open Reaction Database (ORD), a public repository of structured organic reaction records. The task is: describe an organic reaction: reactants, conditions, products, and yield The reactants are N#Cc1ccccc1CBr, CC#N, c1ccc(P(c2ccccc2)c2ccccc2)cc1. Yields the product [Br-], N#Cc1ccccc1C[P+](c1ccccc1)(c1ccccc1)c1ccccc1. RXN SMILES: [C:1](#[N:2])[c:3]1[c:4]([CH2:5][Br:6])[cH:7][cH:8][cH:9][cH:10]1.[CH3:30][C:31]#[N:32].[c:11]1([P:17]([c:18]2[cH:19][cH:20][cH:21][cH:22][cH:23]2)[c:24]2[cH:25][cH:26][cH:27][cH:28][cH:29]2)[cH:12][cH:13][cH:14][cH:15][cH:16]1>>[Br-:6].[C:1](#[N:2])[c:3]1[c:4]([CH2:5][P+:17]([c:11]2[cH:12][cH:13][cH:14][cH:15][cH:16]2)([c:18]2[cH:19][cH:20][cH:21][cH:22][cH:23]2)[c:24]2[cH:25][cH:26][cH:27][cH:28][cH:29]2)[cH:7][cH:8][cH:9][cH:10]1.